Dataset: the Open Reaction Database (ORD), a public repository of structured organic reaction records. Task: describe an organic reaction: reactants, conditions, products, and yield The reactants are C[O-], COC(=O)C(C)Cc1ccccc1, [Na+], C1CCOC1, [Ru]. The product is CC(CO)Cc1ccccc1. Reaction SMILES: [CH3:14][O-:15].[CH3:1][CH:2]([C:3](=[O:4])[O:5][CH3:6])[CH2:7][c:8]1[cH:9][cH:10][cH:11][cH:12][cH:13]1.[Na+:16].[O:18]1[CH2:19][CH2:20][CH2:21][CH2:22]1.[Ru:17]>>[CH3:1][CH:2]([CH2:3][OH:4])[CH2:7][c:8]1[cH:9][cH:10][cH:11][cH:12][cH:13]1. Reactants: CC1=CCCCC1.CCCC=O (4-methylcyclohex-3-ene β-methylpropanal), C1CCCCC1 (cyclohexane), stainless steel. The reagents and catalysts are C(=O)(Cl)Cl.[Rh] (rhodium carbonyl-chloride). Solvent: O (water). Reaction conditions: temperature 145 celsius, time 2 hour. The product is CC1C(CCCC1)C=O.CCCC=O (4-methyl-3-formylcyclohexane β-methylpropanal). As a reaction SMILES: [CH3:1][C:2]1[CH2:7][CH2:6][CH2:5][CH2:4][CH:3]=1.[CH3:8][CH2:9][CH2:10][CH:11]=[O:12].C1CCCCC1>O.C(Cl)(Cl)=O.[Rh]>[CH3:1][CH:2]1[CH2:7][CH2:6][CH2:5][CH2:4][CH:3]1[CH:11]=[O:12].[CH3:8][CH2:9][CH2:10][CH:11]=[O:12] |f:0.1,4.5,6.7|. Procedure details: 100 g of limonenemonoaldehyde (4-methylcyclohex-3-ene-β-methylpropanal), 300 ml of cyclohexane and 0.1 g of dimeric rhodium carbonyl-chloride were introduced into a stainless steel autoclave of 700 ml capacity and were heated to 145° C. under water gas (CO/H2), while stirring. The pressure was kept between 200 and 220 bar by regularly forcing in more water gas. After 2 hours, the pressure remained constant. The autoclave was cooled and let down and the reaction mixture was separated into its com... Starting materials: BH3—Me2S THF, ClC1=C(C=NC=C1)C(=O)N1CCOCC1 ((4-chloro-pyridin-3-yl)-morpholin-4-yl-methanone), CO (methanol). The solvent is C1CCOC1 (THF). Reaction conditions: time 15 hour. The product is ClC1=C(C=NC=C1)CN1CCOCC1 (4-(4-Chloro-pyridin-3-ylmethyl)-morpholine). Isolated yield 100.0%. As a reaction SMILES: [Cl:1][C:2]1[CH:7]=[CH:6][N:5]=[CH:4][C:3]=1[C:8]([N:10]1[CH2:15][CH2:14][O:13][CH2:12][CH2:11]1)=O.CO>C1COCC1>[Cl:1][C:2]1[CH:7]=[CH:6][N:5]=[CH:4][C:3]=1[CH2:8][N:10]1[CH2:11][CH2:12][O:13][CH2:14][CH2:15]1. Procedure details: Dissolve (4-chloro-pyridin-3-yl)-morpholin-4-yl-methanone (1.17 g, 5.17 mmol) in dry THF (10 mL). Add a solution of 2 M BH3—Me2S/THF (15 mL, 31.0 mmol) dropwise at room temperature under nitrogen. Stir at room temperature for 15 hours under nitrogen. Add methanol (11.0 mL) very slowly dropwise. Heat at 60° C. for 3 hours, and cool to room temperature in vacuo to afford the title compound (1.1 g, 100%). MS (ES) m/z 213 [M+1]+. Reactants: C1(=CC=CC2=CC=CC=C12)[C@@H](C)N(C(OC(C)(C)C)=O)CC1CNCC1C1=CC=CC=C1 (tert-butyl [(1R)-1-(1-naphthyl)ethyl][(4-phenylpyrrolidin-3-yl)methyl]carbamate), ClCCl (dichloromethane), C1(=CC=CC=C1)N=C=O (phenyl isocyanate). Run in C(C)(=O)OCC (ethyl acetate). Conditions: time 4 hour. Yields the product N(C1=CC=CC=C1)C(=O)N1CC(C(C1)C1=CC=CC=C1)CN(C(OC(C)(C)C)=O)[C@H](C)C1=CC=CC2=CC=CC=C12 (tert-butyl {[1-(anilinocarbonyl)-4-phenylpyrrolidin-3-yl]methyl}[(1R)-1-(1-naphthyl)ethyl]carbamate). Yield: 98.4%. RXN SMILES: [C:1]1([C@H:11]([N:13]([CH2:21][CH:22]2[CH:26]([C:27]3[CH:32]=[CH:31][CH:30]=[CH:29][CH:28]=3)[CH2:25][NH:24][CH2:23]2)[C:14](=[O:20])[O:15][C:16]([CH3:19])([CH3:18])[CH3:17])[CH3:12])[C:10]2[C:5](=[CH:6][CH:7]=[CH:8][CH:9]=2)[CH:4]=[CH:3][CH:2]=1.ClCCl.[C:36]1([N:42]=[C:43]=[O:44])[CH:41]=[CH:40][CH:39]=[CH:38][CH:37]=1>C(OCC)(=O)C>[NH:42]([C:43]([N:24]1[CH2:25][CH:26]([C:27]2[CH:28]=[CH:29][CH:30]=[CH:31][CH:32]=2)[CH:22]([CH2:21][N:13]([C@@H:11]([C:1]2[C:10]3[C:5](=[CH:6][CH:7]=[CH:8][CH:9]=3)[CH:4]=[CH:3][CH:2]=2)[CH3:12])[C:14](=[O:20])[O:15][C:16]([CH3:18])([CH3:19])[CH3:17])[CH2:23]1)=[O:44])[C:36]1[CH:41]=[CH:40][CH:39]=[CH:38][CH:37]=1. Procedure: A mixture of 215 mg of tert-butyl [(1R)-1-(1-naphthyl)ethyl][(4-phenylpyrrolidin-3-yl)methyl]carbamate and 5 ml of dichloromethane was mixed with 119 mg of phenyl isocyanate and stirred at room temperature for 4 hours. The reaction solution was diluted with ethyl acetate and washed with water and 1 M hydrochloric acid. The organic layer was dried with anhydrous sodium sulfate and concentrated under a reduced pressure. The thus obtained residue was purified by a silica gel column chromatography (... Starting materials: CC1=CCC(C(C1)(C)C)C(C)O (1,5,5-trimethyl-4-(1-hydroxyethyl)-cyclohex-1-ene), C(=O)O (formic acid). Run in O (water). Product: CC1=CCC(C(C1)(C)C)C(C)OC=O (1,5,5-trimethyl-4-(1-formyloxyethyl)-cyclohex-1-ene). Isolated yield 47.2%. RXN SMILES: [CH3:1][C:2]1[CH2:7][C:6]([CH3:9])([CH3:8])[CH:5]([CH:10]([OH:12])[CH3:11])[CH2:4][CH:3]=1.[CH:13](O)=[O:14]>O>[CH3:1][C:2]1[CH2:7][C:6]([CH3:8])([CH3:9])[CH:5]([CH:10]([O:12][CH:13]=[O:14])[CH3:11])[CH2:4][CH:3]=1. Procedure: 20.0 g of 1,5,5-trimethyl-4-(1-hydroxyethyl)-cyclohex-1-ene are introduced into a 1 liter three-necked flask provided with a mechanical stirrer, a heater, a dropping funnel and a reflux condenser fitted with a calcium chloride drying tube. 273 g of formic acid are then added in the course of 1/2 hour, whilst maintaining the temperature of the reaction mixture between 0° and 5°. After the end of the addition, the temperature of the composition is maintained at 5°. The composition is then slowly h... Reactants: CCN=C=NCCCN(C)C, CCN(C(C)C)C(C)C, Cl, Cl, NCC(=O)N1CCN(C(=O)c2cc(Cl)ccc2Cl)CC1, CN(C)C=O, O, On1nnc2ccccc21, O=C(O)c1cc(-c2ccccc2)on1. Product: O=C(NCC(=O)N1CCN(C(=O)c2cc(Cl)ccc2Cl)CC1)c1cc(-c2ccccc2)on1. RXN SMILES: [CH3:34][CH2:35][N:36]=[C:37]=[N:38][CH2:39][CH2:40][CH2:41][N:42]([CH3:43])[CH3:44].[CH:11]([N:12]([CH2:13][CH3:14])[CH:15]([CH3:16])[CH3:17])([CH3:18])[CH3:19].[ClH:45].[ClH:46].[NH2:47][CH2:48][C:49](=[O:50])[N:51]1[CH2:52][CH2:53][N:54]([C:57]([c:58]2[c:59]([Cl:65])[cH:60][cH:61][c:62]([Cl:64])[cH:63]2)=[O:66])[CH2:55][CH2:56]1.[O:67]=[CH:68][N:69]([CH3:70])[CH3:71].[OH2:72].[OH:1][n:2]1[c:3]2[c:4]([cH:5][cH:6][cH:7][cH:8]2)[n:9][n:10]1.[c:20]1(-[c:26]2[cH:27][c:28]([C:31](=[O:32])[OH:33])[n:29][o:30]2)[cH:21][cH:22][cH:23][cH:24][cH:25]1>>[c:20]1(-[c:26]2[cH:27][c:28]([C:31](=[O:33])[NH:47][CH2:48][C:49](=[O:50])[N:51]3[CH2:52][CH2:53][N:54]([C:57]([c:58]4[c:59]([Cl:65])[cH:60][cH:61][c:62]([Cl:64])[cH:63]4)=[O:66])[CH2:55][CH2:56]3)[n:29][o:30]2)[cH:21][cH:22][cH:23][cH:24][cH:25]1. Reaction SMILES: [Br-:17].[Br-:18].[Br-:19].[CH2:20]([N+:21]([CH2:22][CH2:23][CH2:24][CH3:25])([CH2:26][CH2:27][CH2:28][CH3:29])[CH2:30][CH2:31][CH2:32][CH3:33])[CH2:34][CH2:35][CH3:36].[CH2:37]([N+:38]([CH2:39][CH2:40][CH2:41][CH3:42])([CH2:43][CH2:44][CH2:45][CH3:46])[CH2:47][CH2:48][CH2:49][CH3:50])[CH2:51][CH2:52][CH3:53].[CH2:54]([N+:55]([CH2:56][CH2:57][CH2:58][CH3:59])([CH2:60][CH2:61][CH2:62][CH3:63])[CH2:64][CH2:65][CH2:66][CH3:67])[CH2:68][CH2:69][CH3:70].[CH3:71][CH2:72][CH2:73][CH2:74][CH2:75][CH3:76].[Cl:77][CH2:78][Cl:79].[O:1]([c:2]1[cH:3][cH:4][cH:5][cH:6][cH:7]1)[c:8]1[n:9][cH:10][c:11]([C:14]([CH3:15])=[O:16])[cH:12][n:13]1>>[O:1]([c:2]1[cH:3][cH:4][cH:5][cH:6][cH:7]1)[c:8]1[n:9][cH:10][c:11]([C:14]([CH2:15][Br:17])=[O:16])[cH:12][n:13]1. Reactants: [Br-], [Br-], [Br-], CCCC[N+](CCCC)(CCCC)CCCC, CCCC[N+](CCCC)(CCCC)CCCC, CCCC[N+](CCCC)(CCCC)CCCC, CCCCCC, ClCCl, CC(=O)c1cnc(Oc2ccccc2)nc1. The product is O=C(CBr)c1cnc(Oc2ccccc2)nc1. Starting materials: COC(\C=C\C=1C=C2C(CC3(CCN(CC3)C(=O)OC(C)(C)C)OC2=CC1)=O)=O ((E)-3-{1′-tert-butoxycarbonyl-4-oxo-spiro[chromane-2,4′-piperidine]-6-yl}-acrylic acid methyl ester), methyl ester, [OH-].[Na+] (NaOH), COC(\C=C\C=1C=C2C(CC3(CCN(CC3)C(=O)OC(C)(C)C)OC2=CC1)=O)=O ((E)-3-{1′-tert-butoxycarbonyl-4-oxo-spiro[chromane-2,4′-piperidine]-6-yl}-acrylic acid methyl ester), FC=1C=C2C=CNC2=CC1 (5-fluoro-1H-indole). The product is FC=1C=C2C(=CNC2=CC1)CN1CCC2(CC1)OC1=CC=C(C=C1C(C2)=O)/C=C/C(=O)O ((E)-3-{1′-(5-fluoro-1H-indol-3-ylmethyl)-4-oxo-spiro[chromane-2,4′-piperidine]-6-yl}-acrylic acid). Yield: 63.0%. Reaction SMILES: C[O:2][C:3](=[O:29])/[CH:4]=[CH:5]/[C:6]1[CH:7]=[C:8]2[C:25](=[CH:26][CH:27]=1)[O:24][C:11]1([CH2:16][CH2:15][N:14]([C:17](OC(C)(C)C)=O)[CH2:13][CH2:12]1)[CH2:10][C:9]2=[O:28].[F:30][C:31]1[CH:32]=[C:33]2[C:37](=[CH:38][CH:39]=1)[NH:36][CH:35]=[CH:34]2.[OH-].[Na+]>>[F:30][C:31]1[CH:32]=[C:33]2[C:37](=[CH:38][CH:39]=1)[NH:36][CH:35]=[C:34]2[CH2:17][N:14]1[CH2:15][CH2:16][C:11]2([CH2:10][C:9](=[O:28])[C:8]3[C:25](=[CH:26][CH:27]=[C:6](/[CH:5]=[CH:4]/[C:3]([OH:2])=[O:29])[CH:7]=3)[O:24]2)[CH2:12][CH2:13]1 |f:2.3|. Procedure details: (E)-3-{1′-(5-Fluoro-1H-indol-3-ylmethyl)-4-oxo-spiro[chromane-2,4′-piperidine]-6-yl}-acrylic acid methyl ester was obtained starting from (E)-3-{4-oxo-spiro[chromane-2,4′-piperidine]-6-yl}-acrylic acid methyl ester (135 mg, 0.45 mmol, Intermediate 1, free base) and 5-fluoro-1H-indole, according to the procedure described in Example 50, Step A (170 mg, 85%). The methyl ester was hydrolyzed with 4 M NaOH following the procedure described in Example 40, Step B, giving (E)-3-{1′-(5-fluoro-1H-indol-3... Starting materials: IC1=C(OC(C)CCCCCCCCCCCCC)C(=CC(=C1)I)I (2-(2,4,6-triiodophenoxy)-pentadecane), CS(=O)(=O)OC(C)CCCCCCCC (2-methanesulfonyloxydecane), IC1=C(C(=CC(=C1)I)I)O (2,4,6-triiodophenol), C([O-])([O-])=O.[K+].[K+] (potassium carbonate), IC1=C(OC(C)CCCCCCCCCCCCC)C(=CC(=C1)I)I (2-(2,4,6-triiodophenoxy)-pentadecane). Solvent: hexanes, CN(C)C=O (DMF). Product: IC1=C(OC(C)CCCCCCCC)C(=CC(=C1)I)I (2-(2,4,6-triiodophenoxy)-decane). The yield is 75.9%. Reaction SMILES: CS(OC(CCCCCCCC)C)(=O)=O.IC1C=C(I)C=C(I)C=1O.C(=O)([O-])[O-].[K+].[K+].[I:32][C:33]1[CH:54]=[C:53]([I:55])[CH:52]=[C:51]([I:56])[C:34]=1[O:35][CH:36]([CH2:38][CH2:39][CH2:40][CH2:41][CH2:42][CH2:43][CH2:44][CH2:45]CCCCC)[CH3:37]>CN(C=O)C>[I:32][C:33]1[CH:54]=[C:53]([I:55])[CH:52]=[C:51]([I:56])[C:34]=1[O:35][CH:36]([CH2:38][CH2:39][CH2:40][CH2:41][CH2:42][CH2:43][CH2:44][CH3:45])[CH3:37] |f:2.3.4|. Reported procedure: The 2-methanesulfonyloxydecane (14.8 g, 62.6 mmol), 2,4,6-triiodophenol (29.7 g) 62.9 mmol) and potassium carbonate (8.7 g, 63.0 mmol) were reacted in DMF (210 ml) as per 2-(2,4,6-triiodophenoxy)-pentadecane except at an oil bath temperature of 72° C. for 88 hrs. The reaction was processed as for 2-(2,4,6-triiodophenoxy)-pentadecane to provide a light brown residue. Flash column chromatography (silica, hexanes) provided 2-(2,4,6-triiodophenoxy)-decane (29.1 g, 75.9%) as a white solid.